From a dataset of the Open Reaction Database (ORD), a public repository of structured organic reaction records. describe an organic reaction: reactants, conditions, products, and yield Starting materials: C(C)OC(CC(C)(C)C1CC1)=O (3-cyclopropyl-3-methylbutyric acid ethyl ester), O.[OH-].[Li+] (lithium hydroxide monohydrate). The solvent is C1CCOC1.O.CO (THF H2O MeOH), O (water). Conditions: time 8 hour. Product: C1(CC1)C(CC(=O)O)(C)C (3-cyclopropyl-3-methylbutyric acid). RXN SMILES: C([O:3][C:4](=[O:12])[CH2:5][C:6]([CH:9]1[CH2:11][CH2:10]1)([CH3:8])[CH3:7])C.O.[OH-].[Li+]>C1COCC1.O.CO.O>[CH:9]1([C:6]([CH3:8])([CH3:7])[CH2:5][C:4]([OH:12])=[O:3])[CH2:11][CH2:10]1 |f:1.2.3,4.5.6|. Procedure: A mixture of 3-cyclopropyl-3-methylbutyric acid ethyl ester (3.0 g, 17.6 mmol) and lithium hydroxide monohydrate (3.5 g, 105 mmol) in THF/H2O/MeOH (24 mL, 2:1:1 v/v) was stirred at rt overnight. The reaction mixture was diluted with water (100 mL), and washed with ethyl acetate (2×50 mL). The aqueous layer was acidified with 2M HCl and extracted with ethyl acetate (3×100 mL). The combined organic extracts were washed with brine (200 mL), dried over sodium sulfate and concentrated to give 3-cyclo... Starting materials: CC(C)(OC(=O)NCC(=O)O)C (N-(1,1-Dimethylethoxycarbonyl)glycine), ClC1=C(C=C(C(=C1)Cl)Cl)O (2,4,5-trichlorophenol), C1(CCCCC1)N=C=NC1CCCCC1 (dicyclohexylcarbodiimide). Solvent: C(C)(=O)OCC (ethyl acetate). The product is ClC1=C(C=C(C(=C1)Cl)Cl)OC(CNC(=O)OC(C)(C)C)=O (N-(1,1-dimethylethoxycarbonyl)glycine 2,4,5-trichlorophenyl ester). Yield: 99.9%. RXN SMILES: [CH3:1][C:2]([CH3:12])([O:4][C:5]([NH:7][CH2:8][C:9]([OH:11])=[O:10])=[O:6])[CH3:3].[Cl:13][C:14]1[CH:19]=[C:18]([Cl:20])[C:17]([Cl:21])=[CH:16][C:15]=1O.C1(N=C=NC2CCCCC2)CCCCC1>C(OCC)(=O)C>[Cl:13][C:14]1[CH:19]=[C:18]([Cl:20])[C:17]([Cl:21])=[CH:16][C:15]=1[O:10][C:9](=[O:11])[CH2:8][NH:7][C:5]([O:4][C:2]([CH3:12])([CH3:1])[CH3:3])=[O:6]. Procedure: N-(1,1-Dimethylethoxycarbonyl)glycine (6.12 g, 35 mmol) was stirred with 2,4,5-trichlorophenol (6.91 g, 35 mmol) and dicyclohexylcarbodiimide (7.22 g, 35 mmol) in ethyl acetate (100 mL) at 0° C. for 4 h. The suspension was filtered and the solvent was evaporated under reduced pressure from the filtrate. The residue was dissolved in ethyl acetate. The suspension was filtered and the solvent was evaporated under reduced pressure from the filtrate to give N-(1,1-dimethylethoxycarbonyl)glycine 2,4,5... Yields the product CC1=C(OC(CC)C=2NCCN2)C=CC=C1C(F)(F)F (2-[1-(2-methyl-3-trifluoromethyl-phenoxy)-propyl]-4,5-dihydro-1H-imidazole). Run in O (water). RXN SMILES: [CH3:1][C:2]1[C:13]([C:14]([F:17])([F:16])[F:15])=[CH:12][CH:11]=[CH:10][C:3]=1[O:4][CH:5]([CH2:8][CH3:9])[C:6]#[N:7].[CH2:18](N)[CH2:19][NH2:20].[S-]SS[S-].[Na+].[Na+]>O>[CH3:1][C:2]1[C:13]([C:14]([F:15])([F:16])[F:17])=[CH:12][CH:11]=[CH:10][C:3]=1[O:4][CH:5]([C:6]1[NH:20][CH2:19][CH2:18][N:7]=1)[CH2:8][CH3:9] |f:2.3.4|. Starting materials: CC1=C(OC(C#N)CC)C=CC=C1C(F)(F)F (2-(2-methyl-3-trifluoromethyl-phenoxy)-butyronitrile), C(CN)N (ethylene diamine), [S-]SS[S-].[Na+].[Na+] (sodium tetrasulfide). Reported procedure: A mixture of 2-(2-methyl-3-trifluoromethyl-phenoxy)-butyronitrile (192 mg, 0.790 mmol), ethylene diamine (0.216 ml, 3.16 mmol) and sodium tetrasulfide (7 mg, 0.04 mmol) was stirred for 4 hrs at 75° C., then cooled and stirred with water (ca 6 ml). The solid was filtered off, washed with water and dried in a vacuum to yield 2-[1-(2-methyl-3-trifluoromethyl-phenoxy)-propyl]-4,5-dihydro-1H-imidazole (m.p. 120-122° C.). Conditions: temperature 75 celsius, time 4 hour. Reactants: CC(=O)c1ccc(CC(C)C)c(Br)c1, CN(C)C=O, N#C[Cu]C#N. Product: CC(=O)c1ccc(CC(C)C)c(C#N)c1. Reaction SMILES: [Br:1][c:2]1[cH:3][c:4]([C:12]([CH3:13])=[O:14])[cH:5][cH:6][c:7]1[CH2:8][CH:9]([CH3:10])[CH3:11].[CH3:20][N:21]([CH3:22])[CH:23]=[O:24].[Cu:15]([C:16]#[N:17])[C:18]#[N:19]>>[c:2]1([C:16]#[N:17])[cH:3][c:4]([C:12]([CH3:13])=[O:14])[cH:5][cH:6][c:7]1[CH2:8][CH:9]([CH3:10])[CH3:11]. Starting materials: C(C)C1=C(C(=C(C(=O)[O-])C=C1)O)CNC(CCCCCNC(=O)OC(C)(C)C)=O (Ethyl(N-tert-butoxycarbonyl-6-aminohexanoyl)aminomethyl-2-hydroxybenzoate), FC(C(=O)O)(F)F (Trifluoroacetic acid). Solvent: ClCCl (dichloromethane). Run at time 2 hour. Product: FC(C(=O)O)(F)F.C(C)C1=C(C(=C(C(=O)O)C=C1)O)CNC(CCCCCN)=O (Ethyl(6-Aminohexanoyl)aminomethyl-2-hydroxybenzoate Trifluoroacetate). As a reaction SMILES: [CH2:1]([C:3]1[CH:11]=[CH:10][C:6]([C:7]([O-:9])=[O:8])=[C:5]([OH:12])[C:4]=1[CH2:13][NH:14][C:15](=[O:29])[CH2:16][CH2:17][CH2:18][CH2:19][CH2:20][NH:21]C(OC(C)(C)C)=O)[CH3:2].[F:30][C:31]([F:36])([F:35])[C:32]([OH:34])=[O:33]>ClCCl>[F:30][C:31]([F:36])([F:35])[C:32]([OH:34])=[O:33].[CH2:1]([C:3]1[CH:11]=[CH:10][C:6]([C:7]([OH:9])=[O:8])=[C:5]([OH:12])[C:4]=1[CH2:13][NH:14][C:15](=[O:29])[CH2:16][CH2:17][CH2:18][CH2:19][CH2:20][NH2:21])[CH3:2] |f:3.4|. Procedure details: Ethyl(N-tert-butoxycarbonyl-6-aminohexanoyl)aminomethyl-2-hydroxybenzoate (0.58 g, 1.41 mmoles) was dissolved in dichloromethane (5 mL) and the solution was cooled in an ice/water bath. Trifluoroacetic acid (5 mL) was added, and the reaction was allowed to warm to room temperature. After 2 hours, the reaction mixture was evaporated to dryness to give the product as an oil, which was dried in vacuo over potassium hydroxide pellets to afford 0.59 g (99% yield) of ethyl (6-aminohexanoyl)aminomethyl... The reactants are CC=1OC2=C(C1C)C=CC=C2C(C)N(CC)CC (2,3-dimethyl-7-[l-(diethylamino)ethyl]benzofuran), solution, Cl (hydrochloric acid). Solvent: C(C)(C)O (isopropanol). Product: Cl.CC=1OC2=C(C1C)C=CC=C2C(C)N(CC)CC (2,3-dimethyl-7-[1-(diethylamino)ethyl]benzofuran hydrochloride). Yield: 61.0%. As a reaction SMILES: [CH3:1][C:2]1[O:3][C:4]2[C:11]([CH:12]([N:14]([CH2:17][CH3:18])[CH2:15][CH3:16])[CH3:13])=[CH:10][CH:9]=[CH:8][C:5]=2[C:6]=1[CH3:7].[ClH:19]>C(O)(C)C>[ClH:19].[CH3:1][C:2]1[O:3][C:4]2[C:11]([CH:12]([N:14]([CH2:17][CH3:18])[CH2:15][CH3:16])[CH3:13])=[CH:10][CH:9]=[CH:8][C:5]=2[C:6]=1[CH3:7] |f:3.4|. Procedure details: 0.2 g (0.81 mmol) of 2,3-dimethyl-7-[l-(diethylamino)ethyl]benzofuran and 2 ml of a 6N solution of hydrochloric acid in isopropanol are placed in a 100 ml round-bottomed flask. The salt is concentrated under vacuum and recrystallized from ethyl acetate and diisopropyl ether. 0.142 g (Yield: 61%) of 2,3-dimethyl-7-[1-(diethylamino)ethyl]benzofuran hydrochloride is obtained in the form of a solid. M.p.=28-30° C.